This data is from the Open Reaction Database (ORD), a public repository of structured organic reaction records. The task is: describe an organic reaction: reactants, conditions, products, and yield Product: CCOC(=O)N1CCC(Nc2ccc(Cl)cc2N)CC1. Starting materials: CCOC(=O)N1CCC(Nc2ccc(Cl)cc2[N+](=O)[O-])CC1, CCO, [H][H], C1CCOC1. Reaction SMILES: [C:1](=[O:2])([O:3][CH2:4][CH3:5])[N:6]1[CH2:7][CH2:8][CH:9]([NH:12][c:13]2[c:14]([N+:20]([O-:21])=[O:22])[cH:15][c:16]([Cl:19])[cH:17][cH:18]2)[CH2:10][CH2:11]1.[CH3:30][CH2:31][OH:32].[H:23][H:24].[O:25]1[CH2:26][CH2:27][CH2:28][CH2:29]1>>[C:1](=[O:2])([O:3][CH2:4][CH3:5])[N:6]1[CH2:7][CH2:8][CH:9]([NH:12][c:13]2[c:14]([NH2:20])[cH:15][c:16]([Cl:19])[cH:17][cH:18]2)[CH2:10][CH2:11]1. As a reaction SMILES: [CH3:14][CH2:15][OH:16].[CH3:1][c:2]1[n:3][c:4]([C:7]([O:9][CH2:8][CH3:10])=[O:11])[s:5][cH:6]1.[NH2:12][NH2:13]>>[CH3:1][c:2]1[n:3][c:4]([C:7](=[O:9])[NH:12][NH2:13])[s:5][cH:6]1. The product is Cc1csc(C(=O)NN)n1. Starting materials: CCO, CCOC(=O)c1nc(C)cs1, NN. The reactants are CC(N)c1cccc(Br)c1, O=C([O-])[O-], CN1CCCC1=O, [Cu], [K+], [K+], c1nc[nH]n1. The product is CC(N)c1cccc(-n2cncn2)c1. As a reaction SMILES: [Br:1][c:2]1[cH:3][c:4]([CH:8]([CH3:9])[NH2:10])[cH:5][cH:6][cH:7]1.[C:16](=[O:17])([O-:18])[O-:19].[CH3:22][N:23]1[CH2:24][CH2:25][CH2:26][C:27]1=[O:28].[Cu:29].[K+:20].[K+:21].[nH:11]1[n:12][cH:13][n:14][cH:15]1>>[c:2]1(-[n:11]2[n:12][cH:13][n:14][cH:15]2)[cH:3][c:4]([CH:8]([CH3:9])[NH2:10])[cH:5][cH:6][cH:7]1. Product: BrC(C(=O)OC)C1=CC(=CC=C1)Br (Methyl 2-Bromo-2-(3-bromophenyl)acetate). Run at time 45 minute. Procedure details: To 3-bromophenylacetic acid (10 g, 47 mmol) under argon was added PBr3 (11.2 mL, 118 mmol) and the suspension stirred at room temperature for 45 minutes. Bromine (11.1 mL, 216 mmol) was added dropwise over 5 minutes. The mixture was stirred at 100° C. for 3 hours and then cooled. Anhydrous methanol (35 mL) was added dropwise over 30 minutes, and then the reaction mixture was diluted with ether (400 mL), washed with 5% NaHCO3 (800 mL), brine (200 mL), and then dried over MgSO4. The mixture was fi... The reactants are CO (methanol), BrC=1C=C(C=CC1)CC(=O)O (3-bromophenylacetic acid), P(Br)(Br)Br (PBr3), CCOCC (ether), BrBr (Bromine). As a reaction SMILES: [Br:1][C:2]1[CH:3]=[C:4]([CH2:8]C(O)=O)[CH:5]=[CH:6][CH:7]=1.P(Br)(Br)[Br:13].BrBr.[CH3:18][OH:19].CC[O:22][CH2:23]C>>[Br:13][CH:8]([C:4]1[CH:5]=[CH:6][CH:7]=[C:2]([Br:1])[CH:3]=1)[C:18]([O:22][CH3:23])=[O:19]. Starting materials: NC1=CC(=C(C=C1)C1=CC=C(C=C1)Cl)Cl.CCOCC (4-amino-2,4'-dichlorobiphenyl ether), IC1=C(C(C(=O)O)=CC(=C1)I)O (3,5-diiodo salicylic acid), P(Cl)(Cl)Cl (phosphorus trichloride). Run in ClC1=CC=CC=C1 (chlorobenzene). Yields the product IC1=C(C(C(=O)NC2=CC(=C(C=C2)OC2=CC=C(C=C2)Cl)Cl)=CC(=C1)I)O (3,5-diiodo-3'-chloro-4'-(p-chlorophenoxy)-salicylanilide). RXN SMILES: [NH2:1][C:2]1[CH:7]=[CH:6][C:5](C2C=CC(Cl)=CC=2)=[C:4]([Cl:15])[CH:3]=1.CC[O:18][CH2:19][CH3:20].[I:21][C:22]1[CH:30]=[C:29]([I:31])[CH:28]=[C:24]([C:25]([OH:27])=O)[C:23]=1[OH:32].P(Cl)(Cl)Cl>ClC1C=CC=CC=1>[I:21][C:22]1[CH:30]=[C:29]([I:31])[CH:28]=[C:24]([C:25]([NH:1][C:2]2[CH:7]=[CH:6][C:5]([O:18][C:19]3[CH:20]=[CH:5][C:4]([Cl:15])=[CH:3][CH:2]=3)=[C:4]([Cl:15])[CH:3]=2)=[O:27])[C:23]=1[OH:32] |f:0.1|. Procedure: A mixture of 31.0 g. of 4-amino-2,4'-dichlorobiphenyl ether, 47.4 g. of 3,5-diiodo salicylic acid, and 4.3 ml. of phosphorus trichloride in 235 ml. of chlorobenzene is refluxed for 3 hours. The hot solution is decanted from some insoluble residue and the crude product settles out of solution upon cooling to room temperature. Upon recrystallization from benzene, 27.8 g. of 3,5-diiodo-3'-chloro-4'-(p-chlorophenoxy)-salicylanilide, m.p. 168°-170°C. is obtained. The reactants are C=CC1(OCc2ccccc2)C(COCc2ccccc2)OC(n2cc(C)c(=O)[nH]c2=O)C1OC(C)=O, C[O-], CO, Cl, [Na+]. The product is C=CC1(OCc2ccccc2)C(COCc2ccccc2)OC(n2cc(C)c(=O)[nH]c2=O)C1O. RXN SMILES: [C:1](=[O:2])([CH3:3])[O:4][CH:5]1[CH:6]([n:29]2[c:30](=[O:31])[nH:32][c:33](=[O:34])[c:35]([CH3:36])[cH:37]2)[O:7][CH:8]([CH2:20][O:21][CH2:22][c:23]2[cH:24][cH:25][cH:26][cH:27][cH:28]2)[C:9]1([O:10][CH2:11][c:12]1[cH:13][cH:14][cH:15][cH:16][cH:17]1)[CH:18]=[CH2:19].[CH3:38][O-:39].[CH3:42][OH:43].[ClH:41].[Na+:40]>>[OH:4][CH:5]1[CH:6]([n:29]2[c:30](=[O:31])[nH:32][c:33](=[O:34])[c:35]([CH3:36])[cH:37]2)[O:7][CH:8]([CH2:20][O:21][CH2:22][c:23]2[cH:24][cH:25][cH:26][cH:27][cH:28]2)[C:9]1([O:10][CH2:11][c:12]1[cH:13][cH:14][cH:15][cH:16][cH:17]1)[CH:18]=[CH2:19]. Procedure: To a 500 ml four-necked flask equipped with a thermometer, reflux condenser, stirrer and 200 ml dropping funnel were added 240 ml of water, 2.4g (0.06 mole) of sodium hydroxide, 0.02g of sodium hydrosulfite as an anti-colorant, 0.05g of trimethylbenzylammonium chloride as a surfactant and 6.7g (0.05 mole) of m-isopropenylphenol. The mixture was made a complete solution. Thereafter, 120 ml of a solution of 5.075g (0.025 mole) of terephthalic acid chloride in methylene chloride was added dropwise ... The reagents and catalysts are [Cl-].C[N+](CC1=CC=CC=C1)(C)C (trimethylbenzylammonium chloride). The product is C(=C)(C)C=1C=C(C=CC1)OC(C1=CC=C(C(=O)OC2=CC(=CC=C2)C(=C)C)C=C1)=O (bis-(3-isopropenylphenyl)terephthalate). As a reaction SMILES: [OH-:1].[Na+].S(S([O-])=O)([O-])=O.[Na+].[Na+].[C:11]([C:14]1[CH:15]=[C:16]([OH:20])[CH:17]=[CH:18][CH:19]=1)([CH3:13])=[CH2:12].[C:21](Cl)(=[O:31])[C:22]1[CH:30]=[CH:29][C:25]([C:26](Cl)=[O:27])=[CH:24][CH:23]=1>[Cl-].C[N+](C)(C)CC1C=CC=CC=1.C(Cl)Cl.O>[C:11]([C:14]1[CH:15]=[C:16]([O:20][C:21](=[O:31])[C:22]2[CH:30]=[CH:29][C:25]([C:26]([O:1][C:18]3[CH:17]=[CH:16][CH:15]=[C:14]([C:11]([CH3:13])=[CH2:12])[CH:19]=3)=[O:27])=[CH:24][CH:23]=2)[CH:17]=[CH:18][CH:19]=1)([CH3:13])=[CH2:12] |f:0.1,2.3.4,7.8|. Run in O (water), C(Cl)Cl (methylene chloride). Reactants: [OH-].[Na+] (sodium hydroxide), S(=O)([O-])S(=O)[O-].[Na+].[Na+] (sodium hydrosulfite), C(=C)(C)C=1C=C(C=CC1)O (m-isopropenylphenol), solution, C(C1=CC=C(C(=O)Cl)C=C1)(=O)Cl (terephthalic acid chloride).